This data is from the Open Reaction Database (ORD), a public repository of structured organic reaction records. The task is: describe an organic reaction: reactants, conditions, products, and yield Reactants: NC=1C(=NC(=NC1)NC1=CC=C(C=C1)OCC(CN(C)C)O)NC1=CC=CC=C1 (5-Amino-4-anilino-2-{4-[2-hydroxy-3-(N,N-dimethylamino)propoxy]anilino}pyrimidine), C(C1=CC=CC=C1)(=O)O (benzoic acid), 4-N,N-dimethylaminopyridine, 1-(3-N,N-dimethylaminopropyl-3-ethylcarbodiimide) hydrochloride. The solvent is CN(C)C=O (DMF). Run at time 8 hour. Product: N(C1=CC=CC=C1)C1=NC(=NC=C1NC(C1=CC=CC=C1)=O)NC1=CC=C(C=C1)OCC(CN(C)C)O (4-Anilino-5-benzamido-2-{4-[2-hydroxy-3-(N,N-dimethylamino)propoxy]anilino}pyrimidine). Yield: 20.1%. RXN SMILES: [NH2:1][C:2]1[C:3]([NH:23][C:24]2[CH:29]=[CH:28][CH:27]=[CH:26][CH:25]=2)=[N:4][C:5]([NH:8][C:9]2[CH:14]=[CH:13][C:12]([O:15][CH2:16][CH:17]([OH:22])[CH2:18][N:19]([CH3:21])[CH3:20])=[CH:11][CH:10]=2)=[N:6][CH:7]=1.[C:30](O)(=[O:37])[C:31]1[CH:36]=[CH:35][CH:34]=[CH:33][CH:32]=1>CN(C=O)C>[NH:23]([C:3]1[C:2]([NH:1][C:30](=[O:37])[C:31]2[CH:36]=[CH:35][CH:34]=[CH:33][CH:32]=2)=[CH:7][N:6]=[C:5]([NH:8][C:9]2[CH:14]=[CH:13][C:12]([O:15][CH2:16][CH:17]([OH:22])[CH2:18][N:19]([CH3:21])[CH3:20])=[CH:11][CH:10]=2)[N:4]=1)[C:24]1[CH:25]=[CH:26][CH:27]=[CH:28][CH:29]=1. Procedure details: 5-Amino-4-anilino-2-{4-[2-hydroxy-3-(N,N-dimethylamino)propoxy]anilino}pyrimidine (Example 108; 100 mg, 0.25 mmol) and benzoic acid (30 mg, 0.25 mmol) were dissolved in DMF (3 ml). 4-N,N-dimethylaminopyridine (90 mg, 0.74 mmol) and 1-(3-N,N-dimethylaminopropyl-3-ethylcarbodiimide) hydrochloride (72 mg, 0.38 mmol) were added and the solution was stirred overnight. Silica (1 g) was added and volatile material was removed by evaporation. The residue was purified by column chromatography, eluting wi... The reactants are ClC1=CC2=C(C(=N1)N)C(=NN2C(C2=CC=CC=C2)(C2=CC=CC=C2)C2=CC=CC=C2)OC (6-chloro-3-methoxy-1-trityl-1H-pyrazolo[4,3-c]pyridin-4-amine), [NH4+].[Cl-] (NH4Cl), CCN(C(C)C)C(C)C (DIPEA), C(C)(=O)Cl (acetyl chloride). The solvent is C1CCOC1 (THF), CCOC(=O)C (EtOAc). Conditions: temperature 0 celsius, time 8 hour. Product: ClC1=CC2=C(C(=N1)NC(C)=O)C(=NN2C(C2=CC=CC=C2)(C2=CC=CC=C2)C2=CC=CC=C2)OC (N-(6-chloro-3-methoxy-1-trityl-1H-pyrazolo[4,3-c]pyridin-4-yl)acetamide). RXN SMILES: [Cl:1][C:2]1[N:7]=[C:6]([NH2:8])[C:5]2[C:9]([O:31][CH3:32])=[N:10][N:11]([C:12]([C:25]3[CH:30]=[CH:29][CH:28]=[CH:27][CH:26]=3)([C:19]3[CH:24]=[CH:23][CH:22]=[CH:21][CH:20]=3)[C:13]3[CH:18]=[CH:17][CH:16]=[CH:15][CH:14]=3)[C:4]=2[CH:3]=1.CCN(C(C)C)C(C)C.[C:42](Cl)(=[O:44])[CH3:43].[NH4+].[Cl-]>C1COCC1.CCOC(C)=O>[Cl:1][C:2]1[N:7]=[C:6]([NH:8][C:42](=[O:44])[CH3:43])[C:5]2[C:9]([O:31][CH3:32])=[N:10][N:11]([C:12]([C:19]3[CH:24]=[CH:23][CH:22]=[CH:21][CH:20]=3)([C:13]3[CH:14]=[CH:15][CH:16]=[CH:17][CH:18]=3)[C:25]3[CH:26]=[CH:27][CH:28]=[CH:29][CH:30]=3)[C:4]=2[CH:3]=1 |f:3.4|. Procedure: 6-chloro-3-methoxy-1-trityl-1H-pyrazolo[4,3-c]pyridin-4-amine (115 mg, 0.261 mmol) was taken up in THF (2.6 ml) and cooled to 0° C. DIPEA (228 μl, 1.304 mmol) followed by acetyl chloride (93 μl, 1.304 mmol) was added. The mixture was allowed to stir, reaching room temperature overnight. EtOAc and saturated NH4Cl were added. The products were extracted into EtOAc (3×). The combined organic layers were washed with brine, dried over Mg SO4, and concentrated in vacuo to give N-(6-chloro-3-methoxy-1-... The reactants are COc1ccc(-c2n[nH]c3c(F)cccc23)c(OC)c1, [H-], CC(C)CI, [Na+]. Yields the product COc1ccc(-c2c3cccc(F)c3nn2CC(C)C)c(OC)c1. RXN SMILES: [CH3:1][O:2][c:3]1[c:4](-[c:11]2[n:12][nH:13][c:14]3[c:15]([F:20])[cH:16][cH:17][cH:18][c:19]23)[cH:5][cH:6][c:7]([O:9][CH3:10])[cH:8]1.[H-:21].[I:23][CH2:24][CH:25]([CH3:26])[CH3:27].[Na+:22]>>[CH3:1][O:2][c:3]1[c:4](-[c:11]2[n:12]([CH2:24][CH:25]([CH3:26])[CH3:27])[n:13][c:14]3[c:15]([F:20])[cH:16][cH:17][cH:18][c:19]23)[cH:5][cH:6][c:7]([O:9][CH3:10])[cH:8]1. The reactants are CC(C)C[AlH]CC(C)C (DIBAL-H), CC=1C(=NN(C1)C1=CC=CC=C1)C(=O)OCC (ethyl 4-methyl-1-phenyl-1H-pyrazole-3-carboxylate), OS(=O)(=O)[O-].[K+] (KHSO4). Run in C1(=CC=CC=C1)C (toluene). Reaction conditions: temperature -15 celsius, time 1 hour. Yields the product CC=1C(=NN(C1)C1=CC=CC=C1)CO ((4-Methyl-1-phenyl-1H-pyrazol-3-yl)methanol). The yield is 137.1%. Reaction SMILES: [CH3:1][C:2]1[C:3]([C:13](OCC)=[O:14])=[N:4][N:5]([C:7]2[CH:12]=[CH:11][CH:10]=[CH:9][CH:8]=2)[CH:6]=1.CC(C[AlH]CC(C)C)C.OS([O-])(=O)=O.[K+]>C1(C)C=CC=CC=1>[CH3:1][C:2]1[C:3]([CH2:13][OH:14])=[N:4][N:5]([C:7]2[CH:12]=[CH:11][CH:10]=[CH:9][CH:8]=2)[CH:6]=1 |f:2.3|. Procedure: To a solution of ethyl 4-methyl-1-phenyl-1H-pyrazole-3-carboxylate (100 mg, 434 μmol) in toluene (1 mL) cooled to −78° C. was added dropwise DIBAL-H (1M solution in toluene, 868 μL, 868 μmol) keeping the temperature below −68° C. The reaction mixture was stirred at −78° C. for 30 min and at −15° C. for 1 h. At that temperature, KHSO4 (10% aqueous solution, 10 mL) was added dropwise and the resulting reaction mixture was extracted with ethyl acetate (2×50 mL). The organic phases were washed with ... Starting materials: ClC1=NC=CC(=N1)C=1NC2=CC=C(C=C2C1)C(=O)OCC (ethyl 2-(2-chloropyrimidin-4-yl)-1H-indole-5-carboxylate), CN (methylamine). Run in C(C)O (ethanol), C(C)O (ethanol). Yields the product CNC1=NC=CC(=N1)C=1NC2=CC=C(C=C2C1)C(=O)OCC (ethyl 2-(2-methylamino-pyrimidin-4-yl)-1H-indole-5-carboxylate). Isolated yield 105.1%. RXN SMILES: Cl[C:2]1[N:7]=[C:6]([C:8]2[NH:9][C:10]3[C:15]([CH:16]=2)=[CH:14][C:13]([C:17]([O:19][CH2:20][CH3:21])=[O:18])=[CH:12][CH:11]=3)[CH:5]=[CH:4][N:3]=1.[CH3:22][NH2:23]>C(O)C>[CH3:22][NH:23][C:2]1[N:7]=[C:6]([C:8]2[NH:9][C:10]3[C:15]([CH:16]=2)=[CH:14][C:13]([C:17]([O:19][CH2:20][CH3:21])=[O:18])=[CH:12][CH:11]=3)[CH:5]=[CH:4][N:3]=1. Procedure details: 30 g (95.4 mmol) of ethyl 2-(2-chloropyrimidin-4-yl)-1H-indole-5-carboxylate were initially charged and suspended in 150 ml of ethanol. 53.9 g of methylamine solution in ethanol (8 M) were added to this suspension which was heated to from 75° C. to 80° C. in an autoclave for 4 h. After concentration and washing with ethanol, 29.7 g of ethyl 2-(2-methylamino-pyrimidin-4-yl)-1H-indole-5-carboxylate were obtained (97.6 HPLC area %). LCMS: [M+H]⊕ 297.12 The reactants are [OH-].[K+] (potassium hydroxide), C(=O)(O)C=1SCCOC1C (2,3-dihydro-5-carboxy-6-methyl-1,4-oxathiin), C1(=CC=CC=C1)C (toluene), C([O-])(O)=O.[Na+] (sodium bicarbonate). Solvent: C1=CC=CC=C1 (benzene). The product is CC=1OCCSC1C(=O)OCC (Ethyl 5,6-dihydro-2-methyl-1,4-oxathiin-3-carboxylate), CC=1OCCSC1C(=O)O (5,6-Dihydro-2-methyl-1,4-oxathiin-3-carboxylic acid). RXN SMILES: [C:1]1(C)C=CC=C[CH:2]=1.C(=O)(O)[O-].[Na+].[OH-].[K+].[C:15]([C:18]1[S:19][CH2:20][CH2:21][O:22][C:23]=1[CH3:24])([OH:17])=[O:16]>C1C=CC=CC=1>[CH3:24][C:23]1[O:22][CH2:21][CH2:20][S:19][C:18]=1[C:15]([O:17][CH2:1][CH3:2])=[O:16].[CH3:24][C:23]1[O:22][CH2:21][CH2:20][S:19][C:18]=1[C:15]([OH:17])=[O:16] |f:1.2,3.4|. Procedure: Ethyl 5,6-dihydro-2-methyl-1,4-oxathiin-3-carboxylate was prepared by the method of U.S. Pat. No. 3,249,499 (col. 5, lines 36-55), with the following modifications: toluene was used as the solvent instead of benzene, sodium bicarbonate was used as the base instead of potassium hydroxide, and the azeotropic removal of water was carried out under reduced pressure at about 65° C. 5,6-Dihydro-2-methyl-1,4-oxathiin-3-carboxylic acid was prepared by hydrolysis of the ester as described in the same pat... The reactants are C(C)OC=C(C=O)C (3-ethoxy-2-methyl acrolein), Cl.OCC(=N)N (hydroxyacetamidine hydrochloride). Product: OCC1=NC=C(C=N1)C (2-Hydroxymethyl-5-methylpyrimidine). Reaction SMILES: C(O[CH:4]=[C:5]([CH3:8])[CH:6]=O)C.Cl.[OH:10][CH2:11][C:12]([NH2:14])=[NH:13]>>[OH:10][CH2:11][C:12]1[N:14]=[CH:4][C:5]([CH3:8])=[CH:6][N:13]=1 |f:1.2|. Procedure details: 2-Hydroxymethyl-5-methylpyrimidine was prepared by the reaction of 3-ethoxy-2-methyl acrolein and hydroxyacetamidine hydrochloride following a similar procedure to that described by Kim and McKee (J. Org. Chem., 35, 455 (1970)). Proton magnetic resonance spectrum (CDCl3 ; δ in ppm): 2.32 (3H,s); 3.6 (1H,bs); 4.80 (2H,s); 8.54 (2H,s). Yields the product COc1cccc(CC2=CC(O)CC2=O)c1. RXN SMILES: [C:1](=[O:2])([CH3:3])[O:4][CH:5]1[CH:6]=[C:7]([CH2:11][c:12]2[cH:13][c:14]([O:18][CH3:19])[cH:15][cH:16][cH:17]2)[C:8](=[O:10])[CH2:9]1.[CH3:22][OH:23].[CH3:24][OH:25].[K+:21].[OH-:20]>>[OH:4][CH:5]1[CH:6]=[C:7]([CH2:11][c:12]2[cH:13][c:14]([O:18][CH3:19])[cH:15][cH:16][cH:17]2)[C:8](=[O:10])[CH2:9]1. The reactants are COc1cccc(CC2=CC(OC(C)=O)CC2=O)c1, CO, CO, [K+], [OH-].